This data is from the Open Reaction Database (ORD), a public repository of structured organic reaction records. The task is: describe an organic reaction: reactants, conditions, products, and yield Reactants: CO, O=C(O)c1ccc(S(=O)(=O)Cl)cc1, CC(Cl)Cl, O, O=S(Cl)Cl. Product: COC(=O)c1ccc(S(=O)(=O)Cl)cc1. RXN SMILES: [CH3:18][OH:19].[Cl:1][S:2](=[O:3])(=[O:4])[c:5]1[cH:6][cH:7][c:8]([C:9](=[O:10])[OH:11])[cH:12][cH:13]1.[Cl:21][CH:22]([Cl:23])[CH3:24].[OH2:20].[S:14]([Cl:15])([Cl:16])=[O:17]>>[Cl:1][S:2](=[O:3])(=[O:4])[c:5]1[cH:6][cH:7][c:8]([C:9](=[O:10])[O:11][CH3:18])[cH:12][cH:13]1. Reactants: [Br-], CCOC(=O)c1nc(-c2ccc(F)cc2)oc1Br, Fc1cc([Zn+])ccc1Cl, C1CCOC1, [Pd], c1ccc(P(c2ccccc2)c2ccccc2)cc1, c1ccc(P(c2ccccc2)c2ccccc2)cc1, c1ccc(P(c2ccccc2)c2ccccc2)cc1, c1ccc(P(c2ccccc2)c2ccccc2)cc1. Product: CCOC(=O)c1nc(-c2ccc(F)cc2)oc1-c1ccc(Cl)c(F)c1. Reaction SMILES: [Br-:19].[Br:1][c:2]1[c:3]([C:14](=[O:15])[O:16][CH2:17][CH3:18])[n:4][c:5](-[c:7]2[cH:8][cH:9][c:10]([F:13])[cH:11][cH:12]2)[o:6]1.[Cl:20][c:21]1[c:22]([F:28])[cH:23][c:24]([Zn+:27])[cH:25][cH:26]1.[O:29]1[CH2:30][CH2:31][CH2:32][CH2:33]1.[Pd:34].[c:35]1([P:36]([c:37]2[cH:38][cH:39][cH:40][cH:41][cH:42]2)[c:43]2[cH:44][cH:45][cH:46][cH:47][cH:48]2)[cH:49][cH:50][cH:51][cH:52][cH:53]1.[c:54]1([P:55]([c:56]2[cH:57][cH:58][cH:59][cH:60][cH:61]2)[c:62]2[cH:63][cH:64][cH:65][cH:66][cH:67]2)[cH:68][cH:69][cH:70][cH:71][cH:72]1.[c:73]1([P:74]([c:75]2[cH:76][cH:77][cH:78][cH:79][cH:80]2)[c:81]2[cH:82][cH:83][cH:84][cH:85][cH:86]2)[cH:87][cH:88][cH:89][cH:90][cH:91]1.[c:92]1([P:93]([c:94]2[cH:95][cH:96][cH:97][cH:98][cH:99]2)[c:100]2[cH:101][cH:102][cH:103][cH:104][cH:105]2)[cH:106][cH:107][cH:108][cH:109][cH:110]1>>[c:2]1(-[c:24]2[cH:23][c:22]([F:28])[c:21]([Cl:20])[cH:26][cH:25]2)[c:3]([C:14](=[O:15])[O:16][CH2:17][CH3:18])[n:4][c:5](-[c:7]2[cH:8][cH:9][c:10]([F:13])[cH:11][cH:12]2)[o:6]1. The reactants are ClC1=NC=CC=C1NC(OC(C)(C)C)=O (tert-butyl 2-chloropyridin-3-ylcarbamate), Cl.C(C1=CC=CC=C1)OC1=CC=C(N)C=C1 (4-benzyloxyaniline hydrochloride), CC1(C2=CC=CC(=C2OC=2C(=CC=CC12)P(C1=CC=CC=C1)C1=CC=CC=C1)P(C1=CC=CC=C1)C1=CC=CC=C1)C (9,9-dimethyl-4,5-bis(diphenylphosphino)xanthene), CC(C)([O-])C.[Na+] (sodium tert-butoxide). The reagents and catalysts are C=1C=CC(=CC1)/C=C/C(=O)/C=C/C2=CC=CC=C2.C=1C=CC(=CC1)/C=C/C(=O)/C=C/C2=CC=CC=C2.C=1C=CC(=CC1)/C=C/C(=O)/C=C/C2=CC=CC=C2.[Pd].[Pd] (Pd2(dba)3). The solvent is C1(=CC=CC=C1)C (toluene), CC(C)O (2-propanol). Reaction conditions: temperature 100 celsius, time 8 hour. Yields the product C(C1=CC=CC=C1)OC1=CC=C(C=C1)N1C(NC=2C1=NC=CC2)=O (3-[4-(benzyloxy)phenyl]-1,3-dihydro-2H-imidazo[4,5-b]pyridin-2-one). The yield is 69.2%. Reaction SMILES: Cl[C:2]1[C:7]([NH:8][C:9](=[O:15])OC(C)(C)C)=[CH:6][CH:5]=[CH:4][N:3]=1.Cl.[CH2:17]([O:24][C:25]1[CH:31]=[CH:30][C:28]([NH2:29])=[CH:27][CH:26]=1)[C:18]1[CH:23]=[CH:22][CH:21]=[CH:20][CH:19]=1.CC1(C)C2C=CC=C(P(C3C=CC=CC=3)C3C=CC=CC=3)C=2OC2C1=CC=CC=2P(C1C=CC=CC=1)C1C=CC=CC=1.CC(C)([O-])C.[Na+]>C1(C)C=CC=CC=1.C1C=CC(/C=C/C(/C=C/C2C=CC=CC=2)=O)=CC=1.C1C=CC(/C=C/C(/C=C/C2C=CC=CC=2)=O)=CC=1.C1C=CC(/C=C/C(/C=C/C2C=CC=CC=2)=O)=CC=1.[Pd].[Pd].CC(O)C>[CH2:17]([O:24][C:25]1[CH:26]=[CH:27][C:28]([N:29]2[C:2]3=[N:3][CH:4]=[CH:5][CH:6]=[C:7]3[NH:8][C:9]2=[O:15])=[CH:30][CH:31]=1)[C:18]1[CH:19]=[CH:20][CH:21]=[CH:22][CH:23]=1 |f:1.2,4.5,7.8.9.10.11|. Procedure: The mixture of tert-butyl 2-chloropyridin-3-ylcarbamate (12.5 g), 4-benzyloxyaniline hydrochloride (19.3 g), 9,9-dimethyl-4,5-bis(diphenylphosphino)xanthene (2.53 g), Pd2(dba)3 (2.0 g) and sodium tert-butoxide (12.6 g) in toluene (160 mL)—2-propanol (40.0 mL) was stirred at 100° C. under Ar overnight. The reaction mixture was concentrated in vacuo. The residue was purified by column chromatography (silica gel, eluted with 0%-100% EtOAc in hexane) to give 3-[4-(benzyloxy)phenyl]-1,3-dihydro-2H-im...